Dataset: the Open Reaction Database (ORD), a public repository of structured organic reaction records. Task: describe an organic reaction: reactants, conditions, products, and yield Starting materials: NC1=CC=C(C=C1)C1CN=C2N(C(NC=3C=CC=CC23)=O)C1 (3-(4-aminophenyl)-2,3,4,7-tetrahydro-6H-pyrimido[1,2-c]quinazolin-6-one), COC=1C=C(C=CC1)N=C=O (3-methoxyphenyl isocyanate). Product: COC=1C=C(C=CC1)NC(=O)NC1=CC=C(C=C1)C1CN=C2N(C(NC=3C=CC=CC23)=O)C1 (1-(3-Methoxyphenyl)-3-[4-(6-oxo-3,4,6,7-tetrahydro-2H-pyrimido[1,2-c]quinazolin-3-yl)phenyl]urea). Isolated yield 66.0%. RXN SMILES: [NH2:1][C:2]1[CH:7]=[CH:6][C:5]([CH:8]2[CH2:22][N:12]3[C:13](=[O:21])[NH:14][C:15]4[CH:16]=[CH:17][CH:18]=[CH:19][C:20]=4[C:11]3=[N:10][CH2:9]2)=[CH:4][CH:3]=1.[CH3:23][O:24][C:25]1[CH:26]=[C:27]([N:31]=[C:32]=[O:33])[CH:28]=[CH:29][CH:30]=1>>[CH3:23][O:24][C:25]1[CH:26]=[C:27]([NH:31][C:32]([NH:1][C:2]2[CH:7]=[CH:6][C:5]([CH:8]3[CH2:22][N:12]4[C:13](=[O:21])[NH:14][C:15]5[CH:16]=[CH:17][CH:18]=[CH:19][C:20]=5[C:11]4=[N:10][CH2:9]3)=[CH:4][CH:3]=2)=[O:33])[CH:28]=[CH:29][CH:30]=1. Procedure details: In a manner similar to the procedure described in Example 7, 3-(4-aminophenyl)-2,3,4,7-tetrahydro-6H-pyrimido[1,2-c]quinazolin-6-one (20.2 mg, 0.069 mmol) and 3-methoxyphenyl isocyanate (0.0098 mL, 0.076 mmol) were reacted to give the title compound as a white solid (20.1 mg, 66%). 1H NMR (DMSO-d6) δ: 10.69 (s, 1H), 8.65 (s, 1H), 8.62 (s, 1H), 7.98 (d, J=7.3 Hz, 1H), 7.39-7.47 (m, 3H), 7.13-7.27 (m, 4H), 6.98-7.10 (m, 2H), 6.93 (d, J=7.6 Hz, 1H), 6.55 (dd, J=8.4, 2.2 Hz, 1H), 4.18-4.26 (m, 1H), ... The reactants are COC(=O)C1=NNC2=CC=C(C=C12)C1C(=C(NC(=C1C#N)C)C)C#N (5-(3,5-dicyano-1,4-dihydro-2,6-dimethyl-4-pyridinyl)-1H-indazole-3-carboxylic acid methyl ester), [Li+].[OH-] (LiOH), Cl (HCl). The solvent is CO.O (MeOH—H2O). Reaction conditions: temperature 70 celsius. Product: C(#N)C1=C(NC(=C(C1C=1C=C2C(=NNC2=CC1)C(=O)O)C#N)C)C (5-(3,5-dicyano-1,4-dihydro-2,6-dimethyl-4-pyridinyl)-1H-indazole-3-carboxylic acid). Yield: 93.0%. Reaction SMILES: C[O:2][C:3]([C:5]1[C:13]2[C:8](=[CH:9][CH:10]=[C:11]([CH:14]3[C:19]([C:20]#[N:21])=[C:18]([CH3:22])[NH:17][C:16]([CH3:23])=[C:15]3[C:24]#[N:25])[CH:12]=2)[NH:7][N:6]=1)=[O:4].[Li+].[OH-].Cl>CO.O>[C:20]([C:19]1[CH:14]([C:11]2[CH:12]=[C:13]3[C:8](=[CH:9][CH:10]=2)[NH:7][N:6]=[C:5]3[C:3]([OH:4])=[O:2])[C:15]([C:24]#[N:25])=[C:16]([CH3:23])[NH:17][C:18]=1[CH3:22])#[N:21] |f:1.2,4.5|. Procedure details: To 5-(3,5-dicyano-1,4-dihydro-2,6-dimethyl-4-pyridinyl)-1H-indazole-3-carboxylic acid methyl ester (110 mg, 0.33 mmol) in MeOH—H2O (1:1, 8 mL) was added LiOH (1.08 g, 26.4 mmol) at rt. The reaction mixture was heated up to 70° C. for 2 days. After cooling to rt, the solution was acidified to pH 7 with 1 N HCl. After the removal of MeOH, the residue was purified by HPLC to afford 5-(3,5-dicyano-1,4-dihydro-2,6-dimethyl-4-pyridinyl)-1H-indazole-3-carboxylic acid (98 mg, 93%) (Cpd. No. 86, Table 2)... Reactants: Cl.Cl.Cl.N1=C(C=CC=C1)C=1SC(=CN1)CN1CCC(CC1)CN ((1-((2-(Pyridin-2-yl)thiazol-5-yl)methyl)piperidin-4-yl)methanamine Trihydrochloride), C(C)(C)N(C(C)C)CC (N,N-diisopropylethylamine), C(#N)C=1C=C(C(=NC1OCC)C(=O)O)[N+](=O)[O-] (5-cyano-6-ethoxy-3-nitropicolinic Acid), O.ON1N=NC2=C1C=CC=C2 (1-hydroxybenzotriazole hydrate), Cl.C(C)N=C=NCCCN(C)C (1-ethyl-(3-dimethylaminopropyl)carbodiimide hydrochloride). Run in O (water), CN(C=O)C (N,N-dimethylformamide). Reaction conditions: time 40 minute. Yields the product C(#N)C=1C=C(C(=NC1OCC)C(=O)NCC1CCN(CC1)CC1=CN=C(S1)C1=NC=CC=C1)[N+](=O)[O-] (5-cyano-6-ethoxy-3-nitro-N-((1-((2-(pyridin-2-yl)thiazol-5-yl)methyl)piperidin-4-yl)methyl)picolinamide). Isolated yield 47.2%. RXN SMILES: [C:1]([C:3]1[CH:4]=[C:5]([N+:15]([O-:17])=[O:16])[C:6]([C:12]([OH:14])=O)=[N:7][C:8]=1[O:9][CH2:10][CH3:11])#[N:2].O.ON1C2C=CC=CC=2N=N1.Cl.C(N=C=NCCCN(C)C)C.Cl.Cl.Cl.[N:44]1[CH:49]=[CH:48][CH:47]=[CH:46][C:45]=1[C:50]1[S:51][C:52]([CH2:55][N:56]2[CH2:61][CH2:60][CH:59]([CH2:62][NH2:63])[CH2:58][CH2:57]2)=[CH:53][N:54]=1.C(N(CC)C(C)C)(C)C>CN(C)C=O.O>[C:1]([C:3]1[CH:4]=[C:5]([N+:15]([O-:17])=[O:16])[C:6]([C:12]([NH:63][CH2:62][CH:59]2[CH2:60][CH2:61][N:56]([CH2:55][C:52]3[S:51][C:50]([C:45]4[CH:46]=[CH:47][CH:48]=[CH:49][N:44]=4)=[N:54][CH:53]=3)[CH2:57][CH2:58]2)=[O:14])=[N:7][C:8]=1[O:9][CH2:10][CH3:11])#[N:2] |f:1.2,3.4,5.6.7.8|. Procedure details: To a stirred solution of the compound prepared in Example 447 (94 mg) and 1-hydroxybenzotriazole hydrate (67 mg) in N,N-dimethylformamide (2.5 mL) at ambient temperature was added 1-ethyl-(3-dimethylaminopropyl)carbodiimide hydrochloride (84 mg). The resulting solution was stirred at ambient temperature for 40 minutes, and then the compound prepared in Example 214 (189 mg) was added, followed immediately by N,N-diisopropylethylamine (0.35 mL). The resulting mixture was stirred at ambient tempera... The reactants are N1C(CC2=CC=CC=C12)=O (Oxindole), C(C)(=O)C1=CC=CC=C1 (acetophenone), N1CCCC1 (pyrrolidine). Solvent: C1(=CC=CC=C1)C (toluene). Product: C1(=CC=CC=C1)C(C)=C1C(NC2=CC=CC=C12)=O (3-(1-phenyl-ethylidene)-1,3-dihydro-indol-2-one). The yield is 85.0%. Reaction SMILES: [NH:1]1[C:9]2[C:4](=[CH:5][CH:6]=[CH:7][CH:8]=2)[CH2:3][C:2]1=[O:10].[C:11]([C:14]1[CH:19]=[CH:18][CH:17]=[CH:16][CH:15]=1)(=O)[CH3:12].N1CCCC1>C1(C)C=CC=CC=1>[C:14]1([C:11](=[C:3]2[C:4]3[C:9](=[CH:8][CH:7]=[CH:6][CH:5]=3)[NH:1][C:2]2=[O:10])[CH3:12])[CH:19]=[CH:18][CH:17]=[CH:16][CH:15]=1. Procedure details: Oxindole (0.1332 g, 1 mmol) and acetophenone (1.4 ml, 1.2 mmol) were mixed in toluene; then pyrrolidine (0.17 ml, 2 mmol) was added. The mixture refluxed for 3 hand monitored by TLC. When the reaction was finished the solvent was removed under reduced pressure. The residue was separated by flash chromatography column (gradient elution, 10-25% ethyl acetate in petroleum ether) to give 3-(1-phenyl-ethylidene)-1,3-dihydro-indol-2-one as yellow powder (200 mg, 85%). 1H NMR (400 MHz, DMSO-d6) δ ppm 2...